From a dataset of the Open Reaction Database (ORD), a public repository of structured organic reaction records. describe an organic reaction: reactants, conditions, products, and yield Reactants: CC(C)(C)OC(=O)N1CCC(N)CC1, C=CCOC(=O)c1ccc(F)c([N+](=O)[O-])c1, CCN(C(C)C)C(C)C, CN(C)C=O, O. Product: C=CCOC(=O)c1ccc(NC2CCN(C(=O)OC(C)(C)C)CC2)c([N+](=O)[O-])c1. RXN SMILES: [C:17]([CH3:18])([CH3:19])([CH3:20])[O:21][C:22](=[O:23])[N:24]1[CH2:25][CH2:26][CH:27]([NH2:30])[CH2:28][CH2:29]1.[CH2:1]([CH:2]=[CH2:3])[O:4][C:5]([c:6]1[cH:7][c:8]([N+:13](=[O:14])[O-:15])[c:9]([F:12])[cH:10][cH:11]1)=[O:16].[CH2:31]([N:32]([CH:33]([CH3:34])[CH3:35])[CH:36]([CH3:37])[CH3:38])[CH3:39].[O:41]=[CH:42][N:43]([CH3:44])[CH3:45].[OH2:40]>>[CH2:1]([CH:2]=[CH2:3])[O:4][C:5]([c:6]1[cH:7][c:8]([N+:13](=[O:14])[O-:15])[c:9]([NH:30][CH:27]2[CH2:26][CH2:25][N:24]([C:22]([O:21][C:17]([CH3:18])([CH3:19])[CH3:20])=[O:23])[CH2:29][CH2:28]2)[cH:10][cH:11]1)=[O:16]. The reactants are CC(C)I, Nc1ccccc1O. The product is CC(C)Nc1ccccc1O. Reaction SMILES: [I:1][CH:2]([CH3:3])[CH3:4].[NH2:5][c:6]1[c:7]([OH:12])[cH:8][cH:9][cH:10][cH:11]1>>[CH:2]([CH3:3])([CH3:4])[NH:5][c:6]1[c:7]([OH:12])[cH:8][cH:9][cH:10][cH:11]1. Starting materials: FC1=C(C#N)C(=CC=C1)OCC1CCC(CC1)CC1=C(C=CC=C1)F (2-fluoro-6-[4-(2-fluorobenzyl)cyclohexylmethoxy]benzonitrile), C(O)(O)=O.NC(=N)N (guanidine carbonate). Yields the product FC1=C(CC2CCC(CC2)COC2=C3C(=NC(=NC3=CC=C2)N)N)C=CC=C1 (5-[4-(2-Fluorobenzyl)cyclohexylmethoxy]quinazoline-2,4-diamine). The yield is 52.0%. As a reaction SMILES: F[C:2]1[CH:9]=[CH:8][CH:7]=[C:6]([O:10][CH2:11][CH:12]2[CH2:17][CH2:16][CH:15]([CH2:18][C:19]3[CH:24]=[CH:23][CH:22]=[CH:21][C:20]=3[F:25])[CH2:14][CH2:13]2)[C:3]=1[C:4]#[N:5].C(=O)(O)O.[NH2:30][C:31]([NH2:33])=[NH:32]>>[F:25][C:20]1[CH:21]=[CH:22][CH:23]=[CH:24][C:19]=1[CH2:18][CH:15]1[CH2:14][CH2:13][CH:12]([CH2:11][O:10][C:6]2[CH:7]=[CH:8][CH:9]=[C:2]3[C:3]=2[C:4]([NH2:5])=[N:32][C:31]([NH2:33])=[N:30]3)[CH2:17][CH2:16]1 |f:1.2|. Reported procedure: Cyclization of 2-fluoro-6-[4-(2-fluorobenzyl)cyclohexylmethoxy]benzonitrile (225 mg; 0.66 mmol) and guanidine carbonate (119 mg; 0.66 mmol) was carried out using Method F. Material was purified using ethyl alcohol trituration. Solids were collected by filtration. Title compound was obtained. (130 mg; 52% yield). 1HNMR (400 MHz, DMSO-d6) δ 7.33 (t, J=8.0 Hz, 1H), 7.24 (m, 4H), 7.12 (m, 2H), 6.75 (dd, J=8.4, 0.8 Hz, 1H), 6.51 (d, J=7.6 Hz, 1H), 5.97 (br s, 2H), 3.92 (d, J=5.6 Hz, 2H), 2.52 (d, J=7... The reactants are O.[OH-].[Li+] (lithium hydroxide monohydrate), O=C1NC=2C=CC=CC2C2=C1NC=C2.C(C)C(=O)[O-] (4-oxo-4,5-dihydro-3H-pyrrolo[2,3-c]quinoline 1-ethyl carboxylate). The solvent is O (water), C(C)O (ethanol). The product is O=C1NC=2C=CC=CC2C2=C1NC=C2C(=O)O (4-oxo-4,5-dihydro-3H-pyrrolo[2,3-c]quinoline-1-carboxylic acid). The yield is 101.1%. RXN SMILES: O.[OH-].[Li+].[O:4]=[C:5]1[C:14]2[NH:15][CH:16]=[CH:17][C:13]=2[C:12]2[CH:11]=[CH:10][CH:9]=[CH:8][C:7]=2[NH:6]1.C([C:20]([O-:22])=[O:21])C>C(O)C.O>[O:4]=[C:5]1[C:14]2[NH:15][CH:16]=[C:17]([C:20]([OH:22])=[O:21])[C:13]=2[C:12]2[CH:11]=[CH:10][CH:9]=[CH:8][C:7]=2[NH:6]1 |f:0.1.2,3.4|. Reported procedure: 1.64 g (39 mmol) of lithium hydroxide monohydrate is added to 1 g (3.9 mmol) of 4-oxo-4,5-dihydro-3H-pyrrolo[2,3-c]quinoline-1-ethyl carboxylate (synthesis 1) suspended in 45 mL of ethanol and 45 mL of water, and the solution is stirred for 17 h at 70° C. then 5 h at 100° C. The ethanol is evaporated under vacuum and distilled water is added. The aqueous solution is washed with ethyl acetate then acidified with acetic acid to pH 4-5. The precipitate that forms is filtered then dried under vacuum... Reactants: COC(=O)CCC(=O)Cl, CN(C)c1ccccn1, CCN(C(C)C)C(C)C, COP(=O)(OC)C(N)C(C)C, c1ccncc1. Yields the product COC(=O)CCC(=O)NC(C(C)C)P(=O)(OC)OC. RXN SMILES: [C:30](=[O:31])([O:32][CH3:33])[CH2:34][CH2:35][C:36](=[O:37])[Cl:38].[CH3:21][N:22]([c:23]1[cH:24][cH:25][cH:26][cH:27][n:28]1)[CH3:29].[CH:12]([N:13]([CH:14]([CH3:15])[CH3:16])[CH2:17][CH3:18])([CH3:19])[CH3:20].[NH2:1][CH:2]([CH:3]([CH3:4])[CH3:5])[P:6]([O:7][CH3:8])([O:9][CH3:10])=[O:11].[cH:39]1[cH:40][cH:41][n:42][cH:43][cH:44]1>>[NH:1]([CH:2]([CH:3]([CH3:4])[CH3:5])[P:6]([O:7][CH3:8])([O:9][CH3:10])=[O:11])[C:36]([CH2:35][CH2:34][C:30](=[O:31])[O:32][CH3:33])=[O:37]. Starting materials: BrC=1C=C(CNC(=O)NC(C)(C)C)C=CC1OCOCCOCC (1-[3-bromo-4-(2-ethoxyethoxymethoxy)benzyl]-3-tert-butylurea), FC=1C=C(C(=C(C=O)C1)OCOCCOC)B1OC(C(O1)(C)C)(C)C (5-fluoro-2-(2-methoxy-ethoxymethoxy)-3-(4,4,5,5-tetramethyl-[1,3,2]dioxaborolan-2-yl)-benzaldehyde). Product: C(C)(C)(C)NC(=O)NCC=1C=C(C(=CC1)OCOCCOC)C1=C(C(=CC(=C1)F)C=O)OCOCCOC (1-tert-butyl-3-[5′-fluoro-3′-formyl-6,2′-bis-(2-methoxyethoxymethoxy)biphenyl-3-ylmethyl]-urea). The yield is 54.9%. As a reaction SMILES: Br[C:2]1[CH:3]=[C:4]([CH:14]=[CH:15][C:16]=1[O:17][CH2:18][O:19][CH2:20][CH2:21][O:22][CH2:23]C)[CH2:5][NH:6][C:7]([NH:9][C:10]([CH3:13])([CH3:12])[CH3:11])=[O:8].[F:25][C:26]1[CH:27]=[C:28](B2OC(C)(C)C(C)(C)O2)[C:29]([O:34][CH2:35][O:36][CH2:37][CH2:38][O:39][CH3:40])=[C:30]([CH:33]=1)[CH:31]=[O:32]>>[C:10]([NH:9][C:7]([NH:6][CH2:5][C:4]1[CH:3]=[C:2]([C:28]2[CH:27]=[C:26]([F:25])[CH:33]=[C:30]([CH:31]=[O:32])[C:29]=2[O:34][CH2:35][O:36][CH2:37][CH2:38][O:39][CH3:40])[C:16]([O:17][CH2:18][O:19][CH2:20][CH2:21][O:22][CH3:23])=[CH:15][CH:14]=1)=[O:8])([CH3:11])([CH3:12])[CH3:13]. Reported procedure: Proceeding as in Reference 19, but substituting 1-[3-bromo-4-(2-ethoxyethoxymethoxy)benzyl]-3-tert-butylurea (1.0 g, 2.9 mmol) and 5-fluoro-2-(2-methoxy-ethoxymethoxy)-3-(4,4,5,5-tetramethyl-[1,3,2]dioxaborolan-2-yl)-benzaldehyde (29 mL, 0.1 mM in toluene, 2.9 mmol) gave 1-tert-butyl-3-[5′-fluoro-3′-formyl-6,2′-bis-(2-methoxyethoxymethoxy)biphenyl-3-ylmethyl]-urea (0.854 g). The reactants are O1CCOCC1 (dioxane), FC(C=1C(=NC=CC1)S(=O)(=O)NC(OC)=O)(F)F (methyl N-(3-trifluoromethylpyridine-2-sulfonyl)carbamate), CC1=NNC(C1)C1=CC=CC=C1 (3-methyl-5-phenyl-2-pyrazoline). Solvent: N1=CC=CC=C1 (pyridine). Conditions: time 1 hour. Product: FC(C=1C(=NC=CC1)S(=O)(=O)NC(=O)N1N=C(CC1C1=CC=CC=C1)C)(F)F (1-(3-trifluoromethylpyridine-2-sulfonylcarbamoyl)-3-methyl-5-phenyl-2-pyrazoline). The yield is 82.4%. Reaction SMILES: O1CCOCC1.[F:7][C:8]([F:24])([F:23])[C:9]1[C:10]([S:15]([NH:18][C:19](=[O:22])OC)(=[O:17])=[O:16])=[N:11][CH:12]=[CH:13][CH:14]=1.[CH3:25][C:26]1[CH2:30][CH:29]([C:31]2[CH:36]=[CH:35][CH:34]=[CH:33][CH:32]=2)[NH:28][N:27]=1>N1C=CC=CC=1>[F:23][C:8]([F:7])([F:24])[C:9]1[C:10]([S:15]([NH:18][C:19]([N:28]2[CH:29]([C:31]3[CH:32]=[CH:33][CH:34]=[CH:35][CH:36]=3)[CH2:30][C:26]([CH3:25])=[N:27]2)=[O:22])(=[O:16])=[O:17])=[N:11][CH:12]=[CH:13][CH:14]=1. Reported procedure: A dry dioxane (10 ml) solution containing methyl N-(3-trifluoromethylpyridine-2-sulfonyl)carbamate (0.43 g, 1.5 mmol), 3-methyl-5-phenyl-2-pyrazoline (0.48 g, 3.0 mmol) and pyridine (0.45 g) gas refluxed under heating and stirring for one hour. After cooling the mixture, the solvent was distilled off under reduced pressure, and the residue was stirred together with ethyl ether. Precipitated crystals were collected by filtration and then thoroughly washed with ethyl ether, and the crystals were s... The reactants are [Si](C)(C)(C(C)(C)C)OCCC1=CC(=NC=C1)C#N (4-[2-(tert-Butyldimethylsilyloxy)ethyl]-2-cyanopyridine), [F-].C(CCC)[N+](CCCC)(CCCC)CCCC (tetrabutylammonium fluoride). The solvent is O (water), C(C)(=O)OCC (ethyl acetate). Reaction conditions: time 8 hour. Product: C(#N)C1=NC=CC(=C1)CCO (2-cyano-4-(2-hydroxyethyl)pyridine). The yield is 60.9%. As a reaction SMILES: [Si]([O:8][CH2:9][CH2:10][C:11]1[CH:16]=[CH:15][N:14]=[C:13]([C:17]#[N:18])[CH:12]=1)(C(C)(C)C)(C)C.[F-].C([N+](CCCC)(CCCC)CCCC)CCC>O.C(OCC)(=O)C>[C:17]([C:13]1[CH:12]=[C:11]([CH2:10][CH2:9][OH:8])[CH:16]=[CH:15][N:14]=1)#[N:18] |f:1.2|. Procedure: 4-[2-(tert-Butyldimethylsilyloxy)ethyl]-2-cyanopyridine (12.8 g, 48.8 mmol) and a solution of tetrabutylammonium fluoride (1 M in THF, 73 mL, 73 mmol) were charged to a round bottom flask and stirred at room temperature overnight. The mixture was diluted with water and ethyl acetate. The layers were separated and the water layer extracted with ethyl acetate. The organic layers were combined, washed with water and brine, dried (Na2SO4), filtered and concentrated. The residue was purified by chrom... Yields the product C1(=CC=CC=C1)C1=CC=C2CC(NC2=C1)=O (6-Phenylindolin-2-one). Run in C(C)O (ethanol). As a reaction SMILES: CS[CH:3]1[C:11]2[C:6](=[CH:7][C:8]([C:12]3[CH:17]=[CH:16][CH:15]=[CH:14][CH:13]=3)=[CH:9][CH:10]=2)[NH:5][C:4]1=[O:18].[Sn].Cl>C(O)C>[C:12]1([C:8]2[CH:7]=[C:6]3[C:11]([CH2:3][C:4](=[O:18])[NH:5]3)=[CH:10][CH:9]=2)[CH:13]=[CH:14][CH:15]=[CH:16][CH:17]=1 |^3:18|. Reactants: CSC1C(NC2=CC(=CC=C12)C1=CC=CC=C1)=O (3-methylthio-6-phenylindolin-2-one), product, [Sn] (tin), Cl (hydrochloric acid). Reported procedure: A mixture of 3.5 g. (0.014 mole) of 3-methylthio-6-phenylindolin-2-one, 7 g. of tin, 10 ml. of concentrated hydrochloric acid and 50 ml. of ethanol was refluxed 4 hours under nitrogen. The hot mixture was filtered and the filtrate concentrated to give a tan solid. The solid was further purified by vacuum sublimation at 0.01 mm. and 200° C. and then crystallized from benzene to give 0.5 g. (17%) of product as a white solid which melted at 173°-175° C.